Dataset: the Open Reaction Database (ORD), a public repository of structured organic reaction records. Task: describe an organic reaction: reactants, conditions, products, and yield The reactants are CS(=O)(=O)Cl, O, CCOC(=O)C1(C(=O)OCC)CC(O)C1, c1ccncc1. Yields the product CCOC(=O)C1(C(=O)OCC)CC(OS(C)(=O)=O)C1. RXN SMILES: [CH3:16][S:17]([Cl:18])(=[O:19])=[O:20].[OH2:21].[OH:1][CH:2]1[CH2:3][C:4]([C:6](=[O:7])[O:8][CH2:9][CH3:10])([C:11](=[O:12])[O:13][CH2:14][CH3:15])[CH2:5]1.[cH:22]1[cH:23][cH:24][n:25][cH:26][cH:27]1>>[O:1]([CH:2]1[CH2:3][C:4]([C:6](=[O:7])[O:8][CH2:9][CH3:10])([C:11](=[O:12])[O:13][CH2:14][CH3:15])[CH2:5]1)[S:17]([CH3:16])(=[O:19])=[O:20]. The reactants are CC[O-], CCO, Cc1c(Cl)nn2c(NCC(F)(F)F)nnc2c1C, [Na+], O. Product: CCOc1nn2c(NCC(F)(F)F)nnc2c(C)c1C. As a reaction SMILES: [CH3:20][CH2:21][O-:22].[CH3:24][CH2:25][OH:26].[Cl:1][c:2]1[c:3]([CH3:18])[c:4]([CH3:17])[c:5]2[n:6]([n:7]1)[c:8]([NH:11][CH2:12][C:13]([F:14])([F:15])[F:16])[n:9][n:10]2.[Na+:19].[OH2:23]>>[c:2]1([O:22][CH2:21][CH3:20])[c:3]([CH3:18])[c:4]([CH3:17])[c:5]2[n:6]([n:7]1)[c:8]([NH:11][CH2:12][C:13]([F:14])([F:15])[F:16])[n:9][n:10]2. The reactants are BrCC(=O)C=1SC=CN1 (2-Bromo-1-(thiazol-2-yl)ethanone), S1C2=C(C(=C1)C(C(=O)O[C@H]1CN3CCC1CC3)NC3=CC=CC=C3)C=CC=C2 ((R)-quinuclidin-3-yl 2-(benzo[b]thiophen-3-yl)-2-(phenylamino)acetate). Solvent: CCOC(=O)C (EtOAc). Reaction conditions: time 8 hour. Yields the product [Br-].S1C2=C(C(=C1)C(C(=O)O[C@H]1C[N+]3(CCC1CC3)CC(C=3SC=CN3)=O)NC3=CC=CC=C3)C=CC=C2 ((R)-3-(2-(benzo[b]thiophen-3-yl)-2-(phenylamino)acetoxy)-1-(2-oxo-2-(thiazol-2-yl)ethyl)-1-azoniabicyclo[2.2.2]octane bromide). Isolated yield 28.1%. RXN SMILES: [Br:1][CH2:2][C:3]([C:5]1[S:6][CH:7]=[CH:8][N:9]=1)=[O:4].[S:10]1[CH:14]=[C:13]([CH:15]([NH:27][C:28]2[CH:33]=[CH:32][CH:31]=[CH:30][CH:29]=2)[C:16]([O:18][C@@H:19]2[CH:24]3[CH2:25][CH2:26][N:21]([CH2:22][CH2:23]3)[CH2:20]2)=[O:17])[C:12]2[CH:34]=[CH:35][CH:36]=[CH:37][C:11]1=2>CCOC(C)=O>[Br-:1].[S:10]1[CH:14]=[C:13]([CH:15]([NH:27][C:28]2[CH:33]=[CH:32][CH:31]=[CH:30][CH:29]=2)[C:16]([O:18][C@@H:19]2[CH:24]3[CH2:25][CH2:26][N+:21]([CH2:2][C:3](=[O:4])[C:5]4[S:6][CH:7]=[CH:8][N:9]=4)([CH2:22][CH2:23]3)[CH2:20]2)=[O:17])[C:12]2[CH:34]=[CH:35][CH:36]=[CH:37][C:11]1=2 |f:3.4|. Reported procedure: 2-Bromo-1-(thiazol-2-yl)ethanone (52.5 mg, 0.25 mmol) was added portion-wise to a solution of (R)-quinuclidin-3-yl 2-(benzo[b]thiophen-3-yl)-2-(phenylamino)acetate (C19) (100 mg, 0.25 mmol) in EtOAc (2 ml). The reaction mixture was stirred at room temperature overnight. The precipitate was filtered, washed with EtOAc and purified by preparative HPLC (Eluent: CH3CN, H2O) to obtain (R)-3-(2-(benzo[b]thiophen-3-yl)-2-(phenylamino)acetoxy)-1-(2-oxo-2-(thiazol-2-yl)ethyl)-1-azoniabicyclo[2.2.2]octane... As a reaction SMILES: [CH3:18][OH:19].[CH:26]([Cl:27])([Cl:28])[Cl:29].[Cl:5][c:6]1[cH:7][c:8]2[cH:9][cH:10][c:11]([CH2:16][OH:17])[cH:12][c:13]2[cH:14][cH:15]1.[S:1]([Cl:2])([Cl:3])=[O:4].[cH:20]1[cH:21][cH:22][n:23][cH:24][cH:25]1>>[Cl:3][CH2:16][c:11]1[cH:10][cH:9][c:8]2[cH:7][c:6]([Cl:5])[cH:15][cH:14][c:13]2[cH:12]1. The reactants are CO, ClC(Cl)Cl, OCc1ccc2cc(Cl)ccc2c1, O=S(Cl)Cl, c1ccncc1. The product is ClCc1ccc2cc(Cl)ccc2c1.